Task: describe an organic reaction: reactants, conditions, products, and yield. Dataset: the Open Reaction Database (ORD), a public repository of structured organic reaction records Reactants: CC(C)(C)OC(=O)NNCC[C@@H](C)N1C=NC(=C1)C=1C=NC=CC1 ((1,1-Dimethylethyl)1-[(3R)-3-[4-(3-pyridinyl)-1H-imidazol-1-yl]butyl]-2-hydrazinecarboxylate), Cl (hydrochloric acid). Solvent: CO (methanol). Conditions: temperature 50 celsius, time 18 hour. The product is N(N)CC[C@@H](C)N1C=NC(=C1)C=1C=NC=CC1 (3-[1-[(1R)-3-hydrazino-1-methylpropyl]-1H-imidazol-4-yl]-pyridine). Reaction SMILES: CC(OC([NH:8][NH:9][CH2:10][CH2:11][C@H:12]([N:14]1[CH:18]=[C:17]([C:19]2[CH:20]=[N:21][CH:22]=[CH:23][CH:24]=2)[N:16]=[CH:15]1)[CH3:13])=O)(C)C.Cl>CO>[NH:9]([CH2:10][CH2:11][C@H:12]([N:14]1[CH:18]=[C:17]([C:19]2[CH:20]=[N:21][CH:22]=[CH:23][CH:24]=2)[N:16]=[CH:15]1)[CH3:13])[NH2:8]. Reported procedure: To a solution of (1,1-dimethylethyl)1-[(3R)-3-[4-(3-pyridinyl)-1H-imidazol-1-yl]butyl]-2-hydrazinecarboxylate (32) in methanol is added 6N hydrochloric acid. The reaction is heated to 50° C. and stirred 18 h. The reactants are OC=1C=C(CC2=NC=C(C3=CC(=C(C=C23)OC)OC)C(=O)OCC)C=CC1 (1-(3-hydroxybenzyl)-6,7-dimethoxy-4-ethoxycarbonylisoquinoline), [Se](=O)=O (selenium dioxide). The solvent is C(C)(=O)OCC (ethyl acetate). The product is OC=1C=C(C(=O)C2=NC=C(C3=CC(=C(C=C23)OC)OC)C(=O)OCC)C=CC1 (1-(3-hydroxybenzoyl)-6,7-dimethoxy-4-ethoxycarbonylisoquinoline). Isolated yield 97.0%. As a reaction SMILES: [OH:1][C:2]1[CH:3]=[C:4]([CH:25]=[CH:26][CH:27]=1)[CH2:5][C:6]1[C:15]2[C:10](=[CH:11][C:12]([O:18][CH3:19])=[C:13]([O:16][CH3:17])[CH:14]=2)[C:9]([C:20]([O:22][CH2:23][CH3:24])=[O:21])=[CH:8][N:7]=1.[Se](=O)=[O:29]>C(OCC)(=O)C>[OH:1][C:2]1[CH:3]=[C:4]([CH:25]=[CH:26][CH:27]=1)[C:5]([C:6]1[C:15]2[C:10](=[CH:11][C:12]([O:18][CH3:19])=[C:13]([O:16][CH3:17])[CH:14]=2)[C:9]([C:20]([O:22][CH2:23][CH3:24])=[O:21])=[CH:8][N:7]=1)=[O:29]. Procedure: To a solution of 1-(3-hydroxybenzyl)-6,7-dimethoxy-4-ethoxycarbonylisoquinoline (367 mg, 1.0 mmol) in 10 ml of ethyl acetate was added selenium dioxide (166 mg, 1.50 mmol) and the mixture was refluxed for 1.5 hr until all starting material was consumed. The mixture was filtered through a layer of silica gel and washed with ethyl acetate. After evaporation of solvents, a solid was obtained as 1-(3-hydroxybenzoyl)-6,7-dimethoxy-4-ethoxycarbonylisoquinoline (370 mg). This solid (325 mg, 0.85 mmol) ...